From a dataset of the Open Reaction Database (ORD), a public repository of structured organic reaction records. describe an organic reaction: reactants, conditions, products, and yield The reactants are BrC=1C(=C(C(=NC1)N)[N+](=O)[O-])N1CCN(CC1)CC1=NC=CC=C1 (5-bromo-3-nitro-4-(4-(pyridin-2-ylmethyl)piperazin-1-yl)pyridin-2-amine), COC1=CC=C(C=O)C=C1 (4-methoxybenzaldehyde), [O-]S(=O)S(=O)[O-].[Na+].[Na+] (Na2S2O4). Solvent: C(C)O (ethanol), C(C)O (ethanol). Run at temperature 70 celsius. The product is BrC=1C(=C2C(=NC1)NC(=N2)C2=CC=C(C=C2)OC)N2CCN(CC2)CC2=NC=CC=C2 (6-Bromo-2-(4-methoxyphenyl)-7-(4-(pyridin-2-ylmethyl)piperazin-1-yl)-3H-imidazo[4,5-b]pyridine). RXN SMILES: [Br:1][C:2]1[C:3]([N:12]2[CH2:17][CH2:16][N:15]([CH2:18][C:19]3[CH:24]=[CH:23][CH:22]=[CH:21][N:20]=3)[CH2:14][CH2:13]2)=[C:4]([N+:9]([O-])=O)[C:5]([NH2:8])=[N:6][CH:7]=1.[CH3:25][O:26][C:27]1[CH:34]=[CH:33][C:30]([CH:31]=O)=[CH:29][CH:28]=1.[O-]S(S([O-])=O)=O.[Na+].[Na+]>C(O)C>[Br:1][C:2]1[C:3]([N:12]2[CH2:17][CH2:16][N:15]([CH2:18][C:19]3[CH:24]=[CH:23][CH:22]=[CH:21][N:20]=3)[CH2:14][CH2:13]2)=[C:4]2[N:9]=[C:31]([C:30]3[CH:33]=[CH:34][C:27]([O:26][CH3:25])=[CH:28][CH:29]=3)[NH:8][C:5]2=[N:6][CH:7]=1 |f:2.3.4|. Procedure details: To a mixture of 5-bromo-3-nitro-4-(4-(pyridin-2-ylmethyl)piperazin-1-yl)pyridin-2-amine (0.043 g, 0.11 mmol), and ethanol (2.5 ml) was added 4-methoxybenzaldehyde (0.024 g, 0.18 mmol) with the aid of ethanol (1 ml) followed by a freshly prepared aqueous solution of Na2S2O4 (1M; 0.44 ml, 0.44 mmol). The reaction mixture was heated at 70° C. for 4 h, then allowed to cool to room temperature and the solvents were removed in vacuo. The residue was absorbed on silica gel and the free running powder w... The reactants are ( 13,000 ), NC=1NC(C2=C(N(N=C(C=C2C)C)C)N1)=O (8-amino-1,3,5-trimethyl-1H-pyrimido{4,5-c}-1,2-diazepin-6(7H)-one), Cl (hydrochloric acid), ( ε26,800 ). Solvent: CO (CH3OH). Conditions: time 8 hour. Product: NC=1NC(C2=C(N1)N(N=C2C)C)=O (6-Amino-1,3-dimethyl-1H-pyrazolo{3,4-d}pyrimidin-4(5H)-one). RXN SMILES: [NH2:1][C:2]1[NH:3][C:4](=[O:16])[C:5]2[C:11](C)=[CH:10]C(C)=[N:8][N:7]([CH3:14])[C:6]=2[N:15]=1.Cl>CO>[NH2:1][C:2]1[NH:3][C:4](=[O:16])[C:5]2[C:11]([CH3:10])=[N:8][N:7]([CH3:14])[C:6]=2[N:15]=1. Procedure details: A mixture of 8-amino-1,3,5-trimethyl-1H-pyrimido{4,5-c}-1,2-diazepin-6(7H)-one (219 mg) and N hydrochloric acid (3 ml) was heated using a hot water bath (>85° C.) for 2 hours. During that period a solution formed before crystals gradually began to separate. The mixture stood at room temperature overnight before the straw-coloured crystals were collected, washed with water and dried under vacuum (70° C.) to yield 140 mg (78%) of analytically pure product: mp>300°; nmr (DMSO-d6) δ2.28 (s, 3H), 3.6... Starting materials: C1CCC2=NCCCN2CC1, O=C(O)c1cn(C2CC2)c2c(F)c(F)c(F)c(NCCO)c2c1=O, Nc1cccc2c1CNC2, CN(C)C=O. Yields the product Nc1cccc2c1CN(c1c(F)c(NCCO)c3c(=O)c(C(=O)O)cn(C4CC4)c3c1F)C2. As a reaction SMILES: [CH2:35]1[CH2:36][CH2:37][C:38]2=[N:43][CH2:42][CH2:41][CH2:40][N:39]2[CH2:44][CH2:45]1.[CH:1]1([n:4]2[cH:5][c:6]([C:22](=[O:23])[OH:24])[c:7](=[O:21])[c:8]3[c:9]([NH:17][CH2:18][CH2:19][OH:20])[c:10]([F:16])[c:11]([F:15])[c:12]([F:14])[c:13]23)[CH2:2][CH2:3]1.[NH2:25][c:26]1[c:27]2[c:31]([cH:32][cH:33][cH:34]1)[CH2:30][NH:29][CH2:28]2.[O:46]=[CH:47][N:48]([CH3:49])[CH3:50]>>[CH:1]1([n:4]2[cH:5][c:6]([C:22](=[O:23])[OH:24])[c:7](=[O:21])[c:8]3[c:9]([NH:17][CH2:18][CH2:19][OH:20])[c:10]([F:16])[c:11]([N:29]4[CH2:28][c:27]5[c:26]([NH2:25])[cH:34][cH:33][cH:32][c:31]5[CH2:30]4)[c:12]([F:14])[c:13]23)[CH2:2][CH2:3]1.